The task is: describe an organic reaction: reactants, conditions, products, and yield. This data is from the Open Reaction Database (ORD), a public repository of structured organic reaction records. Reactants: C(C)(C)(C)OC(\C=C\C1=NC=C(C=C1)C=O)=O ((E)-3-(5-formyl-pyridin-2-yl)-acrylic acid tert-butyl ester), [OH-].[K+] (KOH), C(C)(=O)C1=CC=C(CN2CCN(CC2)C(C)=O)C=C1 (1-[4-(4-acetyl-benzyl)piperazin-1-yl]-ethanone). Solvent: CCO (EtOH). Conditions: time 6 hour. Yields the product C(C)(=O)N1CCN(CC1)CC1=CC=C(C=C1)C(/C=C/C=1C=CC(=NC1)/C=C/C(=O)O)=O ((E)-3-(5-{(E)-3-[4-(4-acetyl-piperazin-1-ylmethyl)-phenyl]-3-oxo-propenyl}-pyridin-2-yl)-acrylic acid). As a reaction SMILES: [C:1]([C:4]1[CH:19]=[CH:18][C:7]([CH2:8][N:9]2[CH2:14][CH2:13][N:12]([C:15](=[O:17])[CH3:16])[CH2:11][CH2:10]2)=[CH:6][CH:5]=1)(=[O:3])[CH3:2].C([O:24][C:25](=[O:36])/[CH:26]=[CH:27]/[C:28]1[CH:33]=[CH:32][C:31]([CH:34]=O)=[CH:30][N:29]=1)(C)(C)C.[OH-].[K+]>CCO>[C:15]([N:12]1[CH2:13][CH2:14][N:9]([CH2:8][C:7]2[CH:18]=[CH:19][C:4]([C:1](=[O:3])/[CH:2]=[CH:34]/[C:31]3[CH:32]=[CH:33][C:28](/[CH:27]=[CH:26]/[C:25]([OH:36])=[O:24])=[N:29][CH:30]=3)=[CH:5][CH:6]=2)[CH2:10][CH2:11]1)(=[O:17])[CH3:16] |f:2.3|. Reported procedure: A mixture of 1-[4-(4-acetyl-benzyl)piperazin-1-yl]-ethanone (prepared following the procedure described in Preparation 12, 500 mg, 1.92 mmol), (E)-3-(5-formyl-pyridin-2-yl)-acrylic acid tert-butyl ester (described in Example 11 STEP A-D, 448 mg, 1.92 mmol) and 1.7 M KOH (1.2 ml) in EtOH (19 ml) was stirred at room temperature for 6 h and then partitioned between water and AcOEt. The organic phase was dried over Na2SO4 and evaporated in vacuo. The crude reaction mixture was purified by column chr...